describe an organic reaction: reactants, conditions, products, and yield From a dataset of the Open Reaction Database (ORD), a public repository of structured organic reaction records. Starting materials: FC1(CC(=CC=C1)[N+](=O)[O-])C (1-fluoro-3-nitrotoluene), N1(CCNCC1)C(=O)OC(C)(C)C (tert-butyl 1-piperazinecarboxylate), C([O-])([O-])=O.[K+].[K+] (potassium carbonate). Procedure: 5.0 g (3.54 mmol) of 1-fluoro-3-nitrotoluene, 9.89 g (5.31 mmol) of tert-butyl 1-piperazinecarboxylate and 27.0 g (19.5 mmol) of potassium carbonate are solubilized under an argon atmosphere in DMSO (60 ml), then the reaction medium is taken to 100° C. for 72 hours. The reaction medium is then cooled down using an ice bath then poured into ice-cold water. The product is extracted using 3 times 50 ml of dichloromethane. The organic solution is dried over magnesium sulphate, followed by filtration... Reaction SMILES: F[C:2]1(C)[CH:7]=[CH:6][CH:5]=[C:4]([N+:8]([O-:10])=[O:9])[CH2:3]1.[N:12]1([C:18]([O:20][C:21]([CH3:24])([CH3:23])[CH3:22])=[O:19])[CH2:17][CH2:16][NH:15][CH2:14][CH2:13]1.C(=O)([O-])[O-].[K+].[K+]>CS(C)=O>[N+:8]([C:4]1[CH:3]=[C:2]([N:15]2[CH2:14][CH2:13][N:12]([C:18]([O:20][C:21]([CH3:24])([CH3:23])[CH3:22])=[O:19])[CH2:17][CH2:16]2)[CH:7]=[CH:6][CH:5]=1)([O-:10])=[O:9] |f:2.3.4|. Isolated yield 413.6%. Solvent: CS(=O)C (DMSO). Run at time 72 hour. Yields the product [N+](=O)([O-])C=1C=C(C=CC1)N1CCN(CC1)C(=O)OC(C)(C)C (tert-butyl 4-(3-nitrophenyl)-1-piperazinecarboxylate). The reactants are CCCOC(=O)N1CCN(C(=O)C(NC(=O)OCc2ccccc2)C(C)F)CC1, CCO, [H][H]. Yields the product CCCOC(=O)N1CCN(C(=O)C(N)C(C)F)CC1. RXN SMILES: [CH2:1]([CH2:2][CH3:3])[O:4][C:5](=[O:6])[N:7]1[CH2:8][CH2:9][N:10]([C:13]([CH:14]([CH:15]([CH3:16])[F:17])[NH:18][C:19]([O:20][CH2:21][c:22]2[cH:23][cH:24][cH:25][cH:26][cH:27]2)=[O:28])=[O:29])[CH2:11][CH2:12]1.[CH3:32][CH2:33][OH:34].[H:30][H:31]>>[CH2:1]([CH2:2][CH3:3])[O:4][C:5](=[O:6])[N:7]1[CH2:8][CH2:9][N:10]([C:13]([CH:14]([CH:15]([CH3:16])[F:17])[NH2:18])=[O:29])[CH2:11][CH2:12]1. Reactants: C([O-])(O)=O.[Na+] (sodium bicarbonate), ClCC(=O)O[C@H]1C[C@@H]2CC[C@H]3[C@@H]4CC[C@H](C(C)=O)[C@]4(C[C@@H]([C@@H]3[C@]2(CC1)C)OC(CCl)=O)C (3α,11β-bischloroacetoxy-5α-pregnan-20-one). The solvent is CO (methanol). The product is ClCC(=O)O[C@@H]1[C@@H]2[C@]3(CC[C@H](C[C@@H]3CC[C@H]2[C@@H]2CC[C@H](C(C)=O)[C@]2(C1)C)O)C (11β-Chloroacetoxy-3α-hydroxy-5α-pregnan-20-one). Yield: 78.6%. As a reaction SMILES: C(=O)(O)[O-].[Na+].ClCC([O:10][C@@H:11]1[CH2:30][CH2:29][C@@:28]2([CH3:31])[C@@H:13]([CH2:14][CH2:15][C@@H:16]3[C@@H:27]2[C@@H:26]([O:32][C:33](=[O:36])[CH2:34][Cl:35])[CH2:25][C@@:24]2([CH3:37])[C@H:17]3[CH2:18][CH2:19][C@@H:20]2[C:21](=[O:23])[CH3:22])[CH2:12]1)=O>CO>[Cl:35][CH2:34][C:33]([O:32][C@H:26]1[CH2:25][C@@:24]2([CH3:37])[C@@H:17]([CH2:18][CH2:19][C@@H:20]2[C:21](=[O:23])[CH3:22])[C@H:16]2[C@H:27]1[C@:28]1([CH3:31])[C@@H:13]([CH2:14][CH2:15]2)[CH2:12][C@H:11]([OH:10])[CH2:30][CH2:29]1)=[O:36] |f:0.1|. Procedure details: Saturated sodium bicarbonate solution (200 ml) was added slowly to a stirred refluxing solution of 3α,11β-bischloroacetoxy-5α-pregnan-20-one (89 g) in methanol (1800 ml). After about 3.5 hours the mixture was evaporated to half its volume, water was added and the steroid was extracted with ethyl acetate. The washed and dried extract was evaporated in vacuo, the residue was filtered through a short column of silica in ethyl acetate-petroleum ether (1:1) and crystallised from ethyl acetate-petrole... Starting materials: C(C)OCC (diethyl ether), free base, Cl.Cl.N1C(=NC2=C1C=CC=C2)SCC2=C(C=CC(=C2)OC)N (2-[(1H-Benzimidazol-2-yl)thiomethyl]-4-methoxybenzenamine dihydrochloride). The product is N1C(=NC2=C1C=CC=C2)S(=O)CC2=C(C=CC(=C2)OC)N (2-[(1H-Benzimidazol-2-yl)sulfinylmethyl]-4-methoxybenzenamine). RXN SMILES: Cl.Cl.[NH:3]1[C:7]2[CH:8]=[CH:9][CH:10]=[CH:11][C:6]=2[N:5]=[C:4]1[S:12][CH2:13][C:14]1[CH:19]=[C:18]([O:20][CH3:21])[CH:17]=[CH:16][C:15]=1[NH2:22].C([O:25]CC)C>>[NH:3]1[C:7]2[CH:8]=[CH:9][CH:10]=[CH:11][C:6]=2[N:5]=[C:4]1[S:12]([CH2:13][C:14]1[CH:19]=[C:18]([O:20][CH3:21])[CH:17]=[CH:16][C:15]=1[NH2:22])=[O:25] |f:0.1.2|. Procedure details: The title compound was prepared by the method of Example 3 using 2.20 g of the free base of the title product of Example 19 instead of the title product of Example 2. Trituration with diethyl ether gave 900 mg of the title compound: m.p. 152-153° C. Anal. Calc'd. for C15H5N3O2S: C, 59.78; H, 5.02; N, 13.94; S, 10.64. Found: C, 59.01; H, 4.97; N, 13.65; S, 10.65. Starting materials: COC(=O)c1ccc(N)cc1-c1ccccc1, CC(C)=O, Cl, [I-], [K+], O=N[O-], [Na+], O. Yields the product COC(=O)c1ccc(I)cc1-c1ccccc1. RXN SMILES: [CH3:1][O:2][C:3]([c:4]1[c:5](-[c:11]2[cH:12][cH:13][cH:14][cH:15][cH:16]2)[cH:6][c:7]([NH2:10])[cH:8][cH:9]1)=[O:17].[CH3:26][C:27](=[O:28])[CH3:29].[ClH:25].[I-:24].[K+:23].[N:18]([O-:19])=[O:20].[Na+:21].[OH2:22]>>[CH3:1][O:2][C:3]([c:4]1[c:5](-[c:11]2[cH:12][cH:13][cH:14][cH:15][cH:16]2)[cH:6][c:7]([I:24])[cH:8][cH:9]1)=[O:17].